This data is from the Open Reaction Database (ORD), a public repository of structured organic reaction records. The task is: describe an organic reaction: reactants, conditions, products, and yield Starting materials: CCN=C=NCCCN(C)C, CN(C)C=O, O=C(O)c1cc(Br)cc(C(F)(F)F)c1, N, O, On1nnc2ccccc21. Yields the product NC(=O)c1cc(Br)cc(C(F)(F)F)c1. Reaction SMILES: [CH3:15][N:16]([CH3:17])[CH2:18][CH2:19][CH2:20][N:21]=[C:22]=[N:23][CH2:24][CH3:25].[CH3:37][N:38]([CH3:39])[CH:40]=[O:41].[F:1][C:2]([c:3]1[cH:4][c:5]([C:6](=[O:7])[OH:8])[cH:9][c:10]([Br:12])[cH:11]1)([F:13])[F:14].[NH3:36].[OH2:42].[OH:26][n:27]1[c:28]2[cH:29][cH:30][cH:31][cH:32][c:33]2[n:34][n:35]1>>[F:1][C:2]([c:3]1[cH:4][c:5]([C:6](=[O:7])[NH2:16])[cH:9][c:10]([Br:12])[cH:11]1)([F:13])[F:14]. Reactants: C([O-])(O)=O.[Na+] (sodium bicarbonate), OCCCOCC(=O)O (6-hydroxy-3-oxa-caproic acid), reagent, S(O)(O)(=O)=O (sulfuric acid). The solvent is CO (methanol). Conditions: time 2 hour. Yields the product O1CCCOCC(OCCCOCC1=O)=O (1,5,8,12-tetraoxacyclotetradecane-7,14-dione). The yield is 99.0%. As a reaction SMILES: [OH:1][CH2:2][CH2:3][CH2:4][O:5][CH2:6][C:7]([OH:9])=[O:8].S(=O)(=O)(O)O.[C:15](=[O:18])(O)[O-].[Na+]>CO>[O:1]1[C:15](=[O:18])[CH2:6][O:5][CH2:4][CH2:3][CH2:2][O:8][C:7](=[O:9])[CH2:6][O:5][CH2:4][CH2:3][CH2:2]1 |f:2.3|. Procedure: 271.2 Grams (2.02 moles) of crude 6-hydroxy-3-oxa-caproic acid, as prepared in Example 1, 3.5 liters (87 moles) of reagent grade methanol, and 0.2 grams (2 mmol) of concentrated sulfuric acid were charged into a five liter, round bottom flask containing some boiling chips. A reflux condenser connected to a dry stream of nitrogen gas via tubing was attached, and the solution was heated to reflux with an oil bath for twenty four hours. After the solution had cooled down, 5.00 grams (59.5 mmol) of ...